This data is from the Open Reaction Database (ORD), a public repository of structured organic reaction records. The task is: describe an organic reaction: reactants, conditions, products, and yield Starting materials: NC1=C(C=CC=C1C)NC1=CC=C(C=C1)NC(OC(C)(C)C)=O (tert-Butyl 4-(2-amino-3-methylphenylamino)phenylcarbamate), C(O)([O-])=O.[Na+] (sodium hydrogencarbonate), C(C)(=O)OCC (ethyl acetate), C(CC(=O)Cl)(=O)Cl (malonyl chloride). Solvent: C1CCOC1 (THF). The product is C(C)(C)(C)OC(=O)NC1=CC=C(C=C1)N1C(CC(NC2=C1C=CC=C2C)=O)=O (1-(4-tert-Butoxycarbonylaminophenyl)-6-methyl-1H-1,5-benzodiazepine-2,4(3H,5H)-dione). Yield: 33.3%. RXN SMILES: [NH2:1][C:2]1[C:7]([CH3:8])=[CH:6][CH:5]=[CH:4][C:3]=1[NH:9][C:10]1[CH:15]=[CH:14][C:13]([NH:16][C:17](=[O:23])[O:18][C:19]([CH3:22])([CH3:21])[CH3:20])=[CH:12][CH:11]=1.[C:24](Cl)(=[O:29])[CH2:25][C:26](Cl)=[O:27].C(=O)([O-])O.[Na+].C(OCC)(=O)C>C1COCC1>[C:19]([O:18][C:17]([NH:16][C:13]1[CH:14]=[CH:15][C:10]([N:9]2[C:3]3[CH:4]=[CH:5][CH:6]=[C:7]([CH3:8])[C:2]=3[NH:1][C:26](=[O:27])[CH2:25][C:24]2=[O:29])=[CH:11][CH:12]=1)=[O:23])([CH3:20])([CH3:22])[CH3:21] |f:2.3|. Procedure: tert-Butyl 4-(2-amino-3-methylphenylamino)phenylcarbamate (294 mg, 0.938 m mmol) was dissolved in THF (30 mL), and then the solution was added dropwise with malonyl chloride (91 μL, 0.938 mmol) under ice cooling. After the disappearance of the starting materials was confirmed, the reaction mixture was added with aqueous sodium hydrogencarbonate, and ethyl acetate, and the organic layer was separated. The organic layer was washed with brine and water, and then dried over anhydrous sodium sulfate.... The reactants are CC(C)(C)OC(=O)N1CCC(COCC(N)c2ccccc2)CC1, O=C(O)c1ccc2c(Cl)c[nH]c2c1. Yields the product CC(C)(C)OC(=O)N1CCC(COCC(NC(=O)c2ccc3c(Cl)c[nH]c3c2)c2ccccc2)CC1. Reaction SMILES: [C:1]([CH3:2])([CH3:3])([CH3:4])[O:5][C:6](=[O:7])[N:8]1[CH2:9][CH2:10][CH:11]([CH2:14][O:15][CH2:16][CH:17]([c:18]2[cH:19][cH:20][cH:21][cH:22][cH:23]2)[NH2:24])[CH2:12][CH2:13]1.[Cl:25][c:26]1[cH:27][nH:28][c:29]2[cH:30][c:31]([C:35](=[O:36])[OH:37])[cH:32][cH:33][c:34]12>>[C:1]([CH3:2])([CH3:3])([CH3:4])[O:5][C:6](=[O:7])[N:8]1[CH2:9][CH2:10][CH:11]([CH2:14][O:15][CH2:16][CH:17]([c:18]2[cH:19][cH:20][cH:21][cH:22][cH:23]2)[NH:24][C:35]([c:31]2[cH:30][c:29]3[nH:28][cH:27][c:26]([Cl:25])[c:34]3[cH:33][cH:32]2)=[O:36])[CH2:12][CH2:13]1. Starting materials: COC(=O)C(Cc1ccccc1)NC(=O)C(CC(=O)O)NC(=O)C(N)CO, COC(=O)C(Cc1ccccc1)NC(=O)C(CC(=O)O)NC(=O)C(C)N, COC(=O)C(Cc1ccccc1)NC(=O)C(N)CC(=O)O, Cl. The product is COC(=O)C(Cc1ccccc1)NC(=O)C(CC(=O)O)NC(=O)C(N)CO, Cl. RXN SMILES: [CH3:28][O:29][C:30]([CH:31]([NH:32][C:33]([CH:34]([NH:35][C:36]([CH:37]([NH2:38])[CH2:39][OH:40])=[O:41])[CH2:42][C:43]([OH:44])=[O:45])=[O:46])[CH2:47][c:48]1[cH:49][cH:50][cH:51][cH:52][cH:53]1)=[O:54].[CH3:2][O:3][C:4](=[O:5])[CH:6]([CH2:7][c:8]1[cH:9][cH:10][cH:11][cH:12][cH:13]1)[NH:14][C:15](=[O:16])[CH:17]([CH2:18][C:19](=[O:20])[OH:21])[NH:22][C:23](=[O:24])[CH:25]([CH3:26])[NH2:27].[CH3:55][O:56][C:57](=[O:58])[CH:59]([CH2:60][c:61]1[cH:62][cH:63][cH:64][cH:65][cH:66]1)[NH:67][C:68](=[O:69])[CH:70]([CH2:71][C:72](=[O:73])[OH:74])[NH2:75].[ClH:1]>>[CH3:28][O:29][C:30]([CH:31]([NH:32][C:33]([CH:34]([NH:35][C:36]([CH:37]([NH2:38])[CH2:39][OH:40])=[O:41])[CH2:42][C:43](=[O:44])[OH:45])=[O:46])[CH2:47][c:48]1[cH:49][cH:50][cH:51][cH:52][cH:53]1)=[O:54].[ClH:1].